Dataset: the Open Reaction Database (ORD), a public repository of structured organic reaction records. Task: describe an organic reaction: reactants, conditions, products, and yield Starting materials: N1=C(C=CC=C1)C#CC12CCCC(CC1)(C2)NC(OC(C)(C)C)=O (tert-butyl 5-(pyridin-2-ylethynyl)bicyclo[3.2.1]octan-1-ylcarbamate), FC(C(=O)O)(F)F (2,2,2-trifluoroacetic acid). Run in C(Cl)Cl (DCM). Conditions: time 2 hour. Product: N1=C(C=CC=C1)C#CC12CCCC(CC1)(C2)N (5-(Pyridin-2-ylethynyl)bicyclo[3.2.1]oct-1-ylamine). Isolated yield 78.7%. Reaction SMILES: [N:1]1[CH:6]=[CH:5][CH:4]=[CH:3][C:2]=1[C:7]#[C:8][C:9]12[CH2:16][C:13]([NH:17]C(=O)OC(C)(C)C)([CH2:14][CH2:15]1)[CH2:12][CH2:11][CH2:10]2.FC(F)(F)C(O)=O>C(Cl)Cl>[N:1]1[CH:6]=[CH:5][CH:4]=[CH:3][C:2]=1[C:7]#[C:8][C:9]12[CH2:16][C:13]([NH2:17])([CH2:14][CH2:15]1)[CH2:12][CH2:11][CH2:10]2. Procedure: To a solution of tert-butyl 5-(pyridin-2-ylethynyl)bicyclo[3.2.1]octan-1-ylcarbamate (1.1 g, 3.37 mmol) in DCM (5.0 mL) was added 2,2,2-trifluoroacetic acid (2.0 mL). After stirring at room temperature for two hours, the reaction mixture was concentrated under reduced pressure. The residue was diluted with water (10 mL) and extracted with ethyl ether (10 mL) to remove non-amine organic impurity. The aqueous layer was basified with NaOH to pH=12 and then extracted with DCM (3×10 mL). The combined... The reactants are Cl (hydrochloric acid), [BH4-].[Na+] (sodium borohydride), [Cl-].[Al+3].[Cl-].[Cl-] (aluminum chloride), COC(C1=CC(=C(C=C1)F)Br)=O (4-fluoro-3-bromobenzoic acid methyl ester). The solvent is COCCOCCOC (diglyme). Yields the product FC1=C(C=C(CO)C=C1)Br (4-fluoro-3-bromobenzyl alcohol). The yield is 91.2%. As a reaction SMILES: [BH4-].[Na+].[Cl-].[Al+3].[Cl-].[Cl-].C[O:8][C:9](=O)[C:10]1[CH:15]=[CH:14][C:13]([F:16])=[C:12]([Br:17])[CH:11]=1.Cl>COCCOCCOC>[F:16][C:13]1[CH:14]=[CH:15][C:10]([CH2:9][OH:8])=[CH:11][C:12]=1[Br:17] |f:0.1,2.3.4.5|. Procedure: First 3.8 g (0.1 mole) of sodium borohydride and then 4.5 g (0.033 mole) of aluminum chloride were added in portions to a solution of 23.3 g (0.1 mole) of 4-fluoro-3-bromobenzoic acid methyl ester in 50 ml of diglyme at 5° C. The mixture was subsequently stirred, without cooling, until the exothermic reaction had ended (a rise in temperature up to about 50° C.) and the reaction was then allowed to go to completion in the course of 1 hour at 100° C. The reaction solution was then poured onto a mi... The reactants are C=C(C)CCC(CC=CC1CCC(O)C1CCSc1nc(C(=O)OCC)cs1)O[Si](C)(C)C(C)(C)C, CCOC(C)=O, CS(C)=O, CCN(C(C)C)C(C)C, O=C(O)CC(O)(CC(=O)O)C(=O)O, O=S(=O)=O, c1ccncc1. The product is C=C(C)CCC(CC=CC1CCC(=O)C1CCSc1nc(C(=O)OCC)cs1)O[Si](C)(C)C(C)(C)C. As a reaction SMILES: [CH3:1][C:2]([CH3:3])([CH3:4])[Si:5]([O:6][CH:7]([CH2:8][CH:9]=[CH:10][CH:11]1[CH:12]([CH2:17][CH2:18][S:19][c:20]2[s:21][cH:22][c:23]([C:25](=[O:26])[O:27][CH2:28][CH3:29])[n:24]2)[CH:13]([OH:16])[CH2:14][CH2:15]1)[CH2:30][CH2:31][C:32](=[CH2:33])[CH3:34])([CH3:35])[CH3:36].[CH3:69][CH2:70][O:71][C:72](=[O:73])[CH3:74].[CH3:75][S:76](=[O:77])[CH3:78].[CH:37]([N:38]([CH:39]([CH3:40])[CH3:41])[CH2:42][CH3:43])([CH3:44])[CH3:45].[OH:56][C:57]([CH2:58][C:59]([C:60](=[O:61])[OH:62])([CH2:63][C:64](=[O:65])[OH:66])[OH:67])=[O:68].[S:52](=[O:53])(=[O:54])=[O:55].[n:46]1[cH:47][cH:48][cH:49][cH:50][cH:51]1>>[CH3:1][C:2]([CH3:3])([CH3:4])[Si:5]([O:6][CH:7]([CH2:8][CH:9]=[CH:10][CH:11]1[CH:12]([CH2:17][CH2:18][S:19][c:20]2[s:21][cH:22][c:23]([C:25](=[O:26])[O:27][CH2:28][CH3:29])[n:24]2)[C:13](=[O:16])[CH2:14][CH2:15]1)[CH2:30][CH2:31][C:32](=[CH2:33])[CH3:34])([CH3:35])[CH3:36]. Reactants: Nc1c(Cl)cc(C(=O)[O-])cc1Cl, O. The product is Nc1c(Cl)cccc1Cl. Reaction SMILES: [Cl:1][c:2]1[cH:3][c:4]([C:5]([O-:6])=[O:7])[cH:8][c:9]([Cl:12])[c:10]1[NH2:11].[OH2:13]>>[Cl:1][c:2]1[cH:3][cH:4][cH:8][c:9]([Cl:12])[c:10]1[NH2:11]. Starting materials: COC(=O)c1ncccc1O, CN(C)C=O, O=S(=O)(OCC(F)(F)F)C(F)(F)F, [H-], [Na+]. Yields the product COC(=O)c1ncccc1OCC(F)(F)F. RXN SMILES: [CH3:1][O:2][C:3](=[O:4])[c:5]1[n:6][cH:7][cH:8][cH:9][c:10]1[OH:11].[CH3:27][N:28]([CH3:29])[CH:30]=[O:31].[F:14][C:15]([F:16])([F:17])[S:18]([O:19][CH2:20][C:21]([F:22])([F:23])[F:24])(=[O:25])=[O:26].[H-:12].[Na+:13]>>[CH3:1][O:2][C:3](=[O:4])[c:5]1[n:6][cH:7][cH:8][cH:9][c:10]1[O:11][CH2:20][C:21]([F:22])([F:23])[F:24]. The reactants are [OH-].[Na+] (sodium hydroxide), C(C)OC(COC1=C(C=C(C=C1)SC1=CC(=CC(=C1)OCCCN1CCOCC1)C#CCOC)Cl)=O ({2-Chloro-4-[3-(3-methoxy-prop-1-ynyl)-5-(3-morpholin-4-yl-propoxy)-phenylsulfanyl]-phenoxy}-acetic acid ethyl ester), Cl (hydrochloric acid). The solvent is C(C)O (ethanol). Run at time 1 hour. Yields the product ClC1=C(OCC(=O)O)C=CC(=C1)SC1=CC(=CC(=C1)OCCCN1CCOCC1)C#CCOC ({2-Chloro-4-[3-(3-methoxy-prop-1-ynyl)-5-(3-morpholin-4-yl-propoxy)phenylsulfanyl]-phenoxy}-acetic Acid). RXN SMILES: C([O:3][C:4](=[O:36])[CH2:5][O:6][C:7]1[CH:12]=[CH:11][C:10]([S:13][C:14]2[CH:19]=[C:18]([O:20][CH2:21][CH2:22][CH2:23][N:24]3[CH2:29][CH2:28][O:27][CH2:26][CH2:25]3)[CH:17]=[C:16]([C:30]#[C:31][CH2:32][O:33][CH3:34])[CH:15]=2)=[CH:9][C:8]=1[Cl:35])C.[OH-].[Na+].Cl>C(O)C>[Cl:35][C:8]1[CH:9]=[C:10]([S:13][C:14]2[CH:19]=[C:18]([O:20][CH2:21][CH2:22][CH2:23][N:24]3[CH2:25][CH2:26][O:27][CH2:28][CH2:29]3)[CH:17]=[C:16]([C:30]#[C:31][CH2:32][O:33][CH3:34])[CH:15]=2)[CH:11]=[CH:12][C:7]=1[O:6][CH2:5][C:4]([OH:36])=[O:3] |f:1.2|. Reported procedure: {2-Chloro-4-[3-(3-methoxy-prop-1-ynyl)-5-(3-morpholin-4-yl-propoxy)-phenylsulfanyl]-phenoxy}-acetic acid ethyl ester (150 mg; 0.30 mmol) was dissolved in ethanol (10 mL), and aqueous 1 N sodium hydroxide (3 mL) was added. The reaction mixture was stirred for 1 h, acidified with 1 N aqueous hydrochloric acid, and extracted with ethyl acetate. The organic phase was dried, and evaporated to dryness and purified by preparative HPLC (method B). Yield: 50 mg. HPLC-MS: m/z: 506.0 (M+); Rt: 1.56 min. δH... Reactants: C1(OCCO1)=O (ethylene carbonate), C1(OCC(C)O1)=O (propylene carbonate). The product is C1(OCCO1)=O.C1(OCC(C)O1)=O (ethylene carbonate propylene carbonate). As a reaction SMILES: [C:1]1(=[O:6])[O:5][CH2:4][CH2:3][O:2]1.[C:7]1(=[O:13])[O:12][CH:10]([CH3:11])[CH2:9][O:8]1>>[C:1]1(=[O:6])[O:5][CH2:4][CH2:3][O:2]1.[C:7]1(=[O:13])[O:12][CH:10]([CH3:11])[CH2:9][O:8]1 |f:2.3|. Reported procedure: A 1:1 (weight ratio) of ethylene carbonate/propylene carbonate (EC/PC) solution was prepared by dissolving 100 g of ethylene carbonate (EM Industries, Selectipur® grade) in 100 g of propylene carbonate (EM Industries, Selectipur® grade) at room temperature inside a nitrogen gas dry box. Reactants: ClC1=CC(N(C(N1CC1=CC=C(C=C1)C1=C(C=CC=C1)C1=NN=NN1C(C1=CC=CC=C1)(C1=CC=CC=C1)C1=CC=CC=C1)=O)CCC)=O (6-chloro-3-propyl-1-[[2'-(N-trityltetrazol-5-yl)biphenyl-4-yl]methyl]pyrimidine-2,4(1H,3H)-dione), C1(CCCCC1)S (cyclohexylmercaptan), C([O-])([O-])=O.[K+].[K+] (potassium carbonate). The solvent is C(C)#N (acetonitrile). Product: C1(CCCCC1)SC1=CC(N(C(N1CC1=CC=C(C=C1)C1=C(C=CC=C1)C1=NN=NN1)=O)CCC)=O (6-Cyclohexylthio-3-propyl-1-[[2'-(1H-tetrazol-5-yl)biphenyl-4-yl]methyl]pyrimidine-2,4(1H,3H)-dione). The yield is 52.0%. RXN SMILES: Cl[C:2]1[N:7]([CH2:8][C:9]2[CH:14]=[CH:13][C:12]([C:15]3[CH:20]=[CH:19][CH:18]=[CH:17][C:16]=3[C:21]3[N:25](C(C4C=CC=CC=4)(C4C=CC=CC=4)C4C=CC=CC=4)[N:24]=[N:23][N:22]=3)=[CH:11][CH:10]=2)[C:6](=[O:45])[N:5]([CH2:46][CH2:47][CH3:48])[C:4](=[O:49])[CH:3]=1.[CH:50]1([SH:56])[CH2:55][CH2:54][CH2:53][CH2:52][CH2:51]1.C(=O)([O-])[O-].[K+].[K+]>C(#N)C>[CH:50]1([S:56][C:2]2[N:7]([CH2:8][C:9]3[CH:10]=[CH:11][C:12]([C:15]4[CH:20]=[CH:19][CH:18]=[CH:17][C:16]=4[C:21]4[NH:25][N:24]=[N:23][N:22]=4)=[CH:13][CH:14]=3)[C:6](=[O:45])[N:5]([CH2:46][CH2:47][CH3:48])[C:4](=[O:49])[CH:3]=2)[CH2:55][CH2:54][CH2:53][CH2:52][CH2:51]1 |f:2.3.4|. Reported procedure: A mixture of 6-chloro-3-propyl-1-[[2'-(N-trityltetrazol-5-yl)biphenyl-4-yl]methyl]pyrimidine-2,4(1H,3H)-dione (0.5 g), cyclohexylmercaptan (0.12 ml) and potassium carbonate (0.13 g) in acetonitrile (10 ml) was heated under reflux for 5 hours with stirring. The reaction mixture was allowed to cool and the precipitate was removed by filtration. The filtrate was concentrated to dryness. The resulting residue was dissolved in methanol (15 ml) and then 1N hydrochloric acid (1.5 ml) was added to the s...